From a dataset of the Open Reaction Database (ORD), a public repository of structured organic reaction records. describe an organic reaction: reactants, conditions, products, and yield Starting materials: CC(C)(OC(=O)N1CCN(CC1)C1=CC=C(C=C1)NC(=O)C1=CC=C(OCC(=O)OC(C)(C)C)C=C1)C (tert-butyl 4-(4-(4-(1,1-dimethylethoxycarbonyl)piperazin-1-yl)phenylaminocarbonyl)phenoxyacetate). Run in CCOC(=O)C (EtOAc). Conditions: time 90 minute. The product is N1(CCNCC1)C1=CC=C(C=C1)NC(=O)C1=CC=C(OCC(=O)O)C=C1 (4-(4-(piperazin-1-yl)phenylaminocarbonyl)phenoxyacetic acid). The yield is 40.4%. As a reaction SMILES: CC(C)(OC([N:7]1[CH2:12][CH2:11][N:10]([C:13]2[CH:18]=[CH:17][C:16]([NH:19][C:20]([C:22]3[CH:36]=[CH:35][C:25]([O:26][CH2:27][C:28]([O:30]C(C)(C)C)=[O:29])=[CH:24][CH:23]=3)=[O:21])=[CH:15][CH:14]=2)[CH2:9][CH2:8]1)=O)C>CCOC(C)=O>[N:10]1([C:13]2[CH:18]=[CH:17][C:16]([NH:19][C:20]([C:22]3[CH:36]=[CH:35][C:25]([O:26][CH2:27][C:28]([OH:30])=[O:29])=[CH:24][CH:23]=3)=[O:21])=[CH:15][CH:14]=2)[CH2:11][CH2:12][NH:7][CH2:8][CH2:9]1. Procedure: To a 100 mL round bottomed flask with a stirring bar and a gas dispersion tube was added tert-butyl 4-(4-(4-(1,1-dimethylethoxycarbonyl)piperazin-1-yl)phenylaminocarbonyl)phenoxyacetate (0.78 g, 1.52 mmol) and EtOAc (40 mL). This solution was cooled in an ice bath and HCl gas was sparged through the solution for 15 min. The resulting mixture was aged 90 min. The excess HCl and EtOAc were removed in vacuo and the crude product was purified by preparative reverse phase HPLC. There was obtained 0.2... Reactants: C(#N)C12C3CN(CC31)C2 (1-Cyano-4-azatricyclo[2.2.1.02,6 ]heptane), [H-].C(C(C)C)[Al+]CC(C)C (diisobutylaluminium hydride), solution, C1CCOC1 (THF). Run in CCCCCC (hexane). Yields the product C(=O)C12C3CN(CC31)C2 (1-Formyl-4-azatricyclo[2.2.1.02,6 ]heptane). The yield is 55.0%. RXN SMILES: [C:1]([C:3]12[CH2:9][N:6]3[CH2:7][CH:8]1[CH:4]2[CH2:5]3)#N.[H-].C([Al+]CC(C)C)C(C)C.C1C[O:23]CC1>CCCCCC>[CH:1]([C:3]12[CH2:9][N:6]3[CH2:7][CH:8]1[CH:4]2[CH2:5]3)=[O:23] |f:1.2|. Reported procedure: 1-Cyano-4-azatricyclo[2.2.1.02,6 ]heptane (WO92/11261) (5.0 g, 42 mmol) in dry THF (150 ml) was treated with diisobutylaluminium hydride (84 ml of a 1M solution in hexane, 84 mmol) at 0° C. under nitrogen. After 3H the reaction mixture was allowed to warm to room temperature and quenched with 4N HCl. The THF was removed by concentrating in vacuo and the residue extracted with ethyl acetate (2×-discarded). The aqueous phase was made basic (pH 10-11) with potassium carbonate and the mixture extrac... Procedure details: A mixture of zinc bromide (2.6 g) and THF (15 mL) was cooled to −60 to −70° C., a solution (3.8 mL) of 3 M ethylmagnesium bromide in diethyl ether was added dropwise, the mixture was stirred at −75° C. for 70 min and then at room temperature for 1 h, followed by addition of a solution of Pd(PPh3)4 (0.60 g) and (2,6-dichloropyrimidin-4-yl)dimethylamine (2.0 g) in THF (8 mL), and the mixture was heated to reflux for 17 h. The mixture was cooled to room temperature, then the reaction mixture was di... Yields the product ClC1=NC(=CC(=N1)N(C)C)CC ((2-chloro-6-ethylpyrimidin-4-yl)dimethylamine), ClC1=CC(=NC(=N1)CC)N(C)C ((6-chloro-2-ethylpyrimidin-4-yl)dimethylamine). Reaction conditions: temperature -65 celsius, time 70 minute. RXN SMILES: [CH2:1]([Mg]Br)[CH3:2].[Cl:5][C:6]1[N:11]=[C:10]([N:12]([CH3:14])[CH3:13])[CH:9]=[C:8]([Cl:15])[N:7]=1>C(OCC)C.C1COCC1.C(Cl)(Cl)Cl.[Br-].[Zn+2].[Br-].C1C=CC([P]([Pd]([P](C2C=CC=CC=2)(C2C=CC=CC=2)C2C=CC=CC=2)([P](C2C=CC=CC=2)(C2C=CC=CC=2)C2C=CC=CC=2)[P](C2C=CC=CC=2)(C2C=CC=CC=2)C2C=CC=CC=2)(C2C=CC=CC=2)C2C=CC=CC=2)=CC=1>[Cl:5][C:6]1[N:11]=[C:10]([N:12]([CH3:14])[CH3:13])[CH:9]=[C:8]([CH2:1][CH3:2])[N:7]=1.[Cl:15][C:8]1[N:7]=[C:6]([CH2:1][CH3:2])[N:11]=[C:10]([N:12]([CH3:14])[CH3:13])[CH:9]=1 |f:5.6.7,^1:36,38,57,76|. Reagents/catalysts: [Br-].[Zn+2].[Br-] (zinc bromide), C=1C=CC(=CC1)[P](C=2C=CC=CC2)(C=3C=CC=CC3)[Pd]([P](C=4C=CC=CC4)(C=5C=CC=CC5)C=6C=CC=CC6)([P](C=7C=CC=CC7)(C=8C=CC=CC8)C=9C=CC=CC9)[P](C=1C=CC=CC1)(C=1C=CC=CC1)C=1C=CC=CC1 (Pd(PPh3)4). The solvent is C1CCOC1 (THF), C1CCOC1 (THF), C(C)OCC (diethyl ether), C(Cl)(Cl)Cl (chloroform). Starting materials: ClC1=NC(=CC(=N1)N(C)C)Cl ((2,6-dichloropyrimidin-4-yl)dimethylamine), C(C)[Mg]Br (ethylmagnesium bromide).